This data is from the Open Reaction Database (ORD), a public repository of structured organic reaction records. The task is: describe an organic reaction: reactants, conditions, products, and yield Starting materials: N1CCC(CC1)=O (4-piperidone), ClCCCCCO (1-chloro-5-hydroxypentane). Yields the product OCCCCCN1CCC(CC1)=O (1-(5-Hydroxypentyl)-4-piperidone). RXN SMILES: [NH:1]1[CH2:6][CH2:5][C:4](=[O:7])[CH2:3][CH2:2]1.Cl[CH2:9][CH2:10][CH2:11][CH2:12][CH2:13][OH:14]>>[OH:14][CH2:13][CH2:12][CH2:11][CH2:10][CH2:9][N:1]1[CH2:6][CH2:5][C:4](=[O:7])[CH2:3][CH2:2]1. Procedure details: 1-(5-Hydroxypentyl)-4-piperidone is prepared from 4-piperidone and 1-chloro-5-hydroxypentane essentially as described above in Example 38, Scheme C, step a. The reactants are O=C=Nc1ccc(C(F)(F)F)c(Cl)c1, CC1NCCN(CCCC(=O)N2CCC3(CC3)C(O)C2)C1=O. Yields the product CC1C(=O)N(CCCC(=O)N2CCC3(CC3)C(O)C2)CCN1C(=O)Nc1ccc(C(F)(F)F)c(Cl)c1. RXN SMILES: [Cl:23][c:24]1[c:25]([C:33]([F:34])([F:35])[F:36])[cH:26][cH:27][c:28]([N:30]=[C:31]=[O:32])[cH:29]1.[OH:1][CH:2]1[C:3]2([CH2:4][CH2:5]2)[CH2:6][CH2:7][N:8]([C:10]([CH2:11][CH2:12][CH2:13][N:14]2[C:15](=[O:21])[CH:16]([CH3:20])[NH:17][CH2:18][CH2:19]2)=[O:22])[CH2:9]1>>[OH:1][CH:2]1[C:3]2([CH2:4][CH2:5]2)[CH2:6][CH2:7][N:8]([C:10]([CH2:11][CH2:12][CH2:13][N:14]2[C:15](=[O:21])[CH:16]([CH3:20])[N:17]([C:31]([NH:30][c:28]3[cH:27][cH:26][c:25]([C:33]([F:34])([F:35])[F:36])[c:24]([Cl:23])[cH:29]3)=[O:32])[CH2:18][CH2:19]2)=[O:22])[CH2:9]1. Reactants: [H-].[Na+] (sodium hydride), CC=1C=C(C(=NC1C)OC)NC(=O)N1CCN(CC1)C1=CC(=CC(=C1)OC)OC (1-[(5,6-Dimethyl-2-methoxypyridin-3-yl)aminocarbonyl]-4-(3,5-dimethoxyphenyl)piperazine), ICC (iodoethane). Run in CN(C=O)C (dimethylformamide). Run at time 15 minute. Yields the product C(C)N(C(=O)N1CCN(CC1)C1=CC(=CC(=C1)OC)OC)C=1C(=NC(=C(C1)C)C)OC (1-[N-Ethyl-N-(5,6-dimethyl-2-methoxypyridin-3-yl)aminocarbonyl]-4-(3,5-dimethoxyphenyl)piperazine). Isolated yield 86.0%. Reaction SMILES: [CH3:1][C:2]1[CH:3]=[C:4]([NH:11][C:12]([N:14]2[CH2:19][CH2:18][N:17]([C:20]3[CH:25]=[C:24]([O:26][CH3:27])[CH:23]=[C:22]([O:28][CH3:29])[CH:21]=3)[CH2:16][CH2:15]2)=[O:13])[C:5]([O:9][CH3:10])=[N:6][C:7]=1[CH3:8].[H-].[Na+].I[CH2:33][CH3:34]>CN(C)C=O>[CH2:33]([N:11]([C:4]1[C:5]([O:9][CH3:10])=[N:6][C:7]([CH3:8])=[C:2]([CH3:1])[CH:3]=1)[C:12]([N:14]1[CH2:19][CH2:18][N:17]([C:20]2[CH:21]=[C:22]([O:28][CH3:29])[CH:23]=[C:24]([O:26][CH3:27])[CH:25]=2)[CH2:16][CH2:15]1)=[O:13])[CH3:34] |f:1.2|. Reported procedure: 1-[(5,6-Dimethyl-2-methoxypyridin-3-yl)aminocarbonyl]-4-(3,5-dimethoxyphenyl)piperazine(100 mg, 0.25 mmol) was dissolved in dimethylformamide(15 ml) and thereto sodium hydride(6.0 mg, 0.25 mmol) was added, followed by stirring at room temperature for 15 min and then iodoethane(39.2 mg, 0.25 mmol) was added. The resulting mixture was stirred at room temperature for 16 hrs, concentrated under the reduced pressure to remove dimethylformamide, and purified by column chromatography(ethylacetate:hexan...